The task is: describe an organic reaction: reactants, conditions, products, and yield. This data is from the Open Reaction Database (ORD), a public repository of structured organic reaction records. Reactants: COC(=O)C(C)c1ccc(CBr)cc1, N#CC1CSCC1=O, CN(C)C=O, [H-], [Na+]. RXN SMILES: [Br:11][CH2:12][c:13]1[cH:14][cH:15][c:16]([CH:19]([C:20](=[O:21])[O:22][CH3:23])[CH3:24])[cH:17][cH:18]1.[C:1](#[N:2])[CH:3]1[C:4](=[O:8])[CH2:5][S:6][CH2:7]1.[CH3:25][N:26]([CH3:27])[CH:28]=[O:29].[H-:9].[Na+:10]>>[C:1](#[N:2])[C:3]1([CH2:12][c:13]2[cH:14][cH:15][c:16]([CH:19]([C:20](=[O:21])[O:22][CH3:23])[CH3:24])[cH:17][cH:18]2)[C:4](=[O:8])[CH2:5][S:6][CH2:7]1. The product is COC(=O)C(C)c1ccc(CC2(C#N)CSCC2=O)cc1. Starting materials: [Br-], CN(CCCl)Cc1ccc(Br)cc1, CN1CCNCC1, COCCOC, CCCC[N+](CCCC)(CCCC)CCCC. The product is CN1CCN(CCN(C)Cc2ccc(Br)cc2)CC1. Reaction SMILES: [Br-:27].[Br:1][c:2]1[cH:3][cH:4][c:5]([CH2:6][N:7]([CH2:8][CH2:9][Cl:10])[CH3:11])[cH:12][cH:13]1.[CH3:14][N:15]1[CH2:16][CH2:17][NH:18][CH2:19][CH2:20]1.[CH3:21][O:22][CH2:23][CH2:24][O:25][CH3:26].[CH3:28][CH2:29][CH2:30][CH2:31][N+:32]([CH2:33][CH2:34][CH2:35][CH3:36])([CH2:37][CH2:38][CH2:39][CH3:40])[CH2:41][CH2:42][CH2:43][CH3:44]>>[Br:1][c:2]1[cH:3][cH:4][c:5]([CH2:6][N:7]([CH2:8][CH2:9][N:18]2[CH2:17][CH2:16][N:15]([CH3:14])[CH2:20][CH2:19]2)[CH3:11])[cH:12][cH:13]1.